This data is from the Open Reaction Database (ORD), a public repository of structured organic reaction records. The task is: describe an organic reaction: reactants, conditions, products, and yield The reactants are FC(C1=CC=C(C=C1)C=1C(=CC=CC1)C(=O)NC1CCC(CC1)C(=O)O)(F)F (4-[(4′-trifluoromethylbiphenyl-2-carbonyl)amino]cyclohexanecarboxylic acid), FC(CNC(=O)C1(C2=CC=CC=C2C=2C=CC=CC12)CCO)(F)F (9-(2-hydroxyethyl)-9H-fluoren-9-carboxylic acid (2,2,2-trifluoroethyl)amide). The product is FC(CNC(=O)C1(C2=CC=CC=C2C=2C=CC=CC12)CCOC(=O)[C@@H]1CC[C@H](CC1)NC(=O)C=1C(=CC=CC1)C1=CC=C(C=C1)C(F)(F)F)(F)F (Trans-4-[(4′-trifluoromethylbiphenyl-2-carbonyl)amino]cyclohexanecarboxylic acid 2-[9-(2,2,2-trifluoroethylcarbamoyl)-9H-fluoren-9-yl]ethyl ester). Yield: 51.7%. As a reaction SMILES: [F:1][C:2]([F:28])([F:27])[C:3]1[CH:8]=[CH:7][C:6]([C:9]2[C:10]([C:15]([NH:17][CH:18]3[CH2:23][CH2:22][CH:21]([C:24]([OH:26])=[O:25])[CH2:20][CH2:19]3)=[O:16])=[CH:11][CH:12]=[CH:13][CH:14]=2)=[CH:5][CH:4]=1.[F:29][C:30]([F:52])([F:51])[CH2:31][NH:32][C:33]([C:35]1([CH2:48][CH2:49]O)[C:47]2[CH:46]=[CH:45][CH:44]=[CH:43][C:42]=2[C:41]2[C:36]1=[CH:37][CH:38]=[CH:39][CH:40]=2)=[O:34]>>[F:29][C:30]([F:51])([F:52])[CH2:31][NH:32][C:33]([C:35]1([CH2:48][CH2:49][O:25][C:24]([C@H:21]2[CH2:20][CH2:19][C@H:18]([NH:17][C:15]([C:10]3[C:9]([C:6]4[CH:7]=[CH:8][C:3]([C:2]([F:27])([F:28])[F:1])=[CH:4][CH:5]=4)=[CH:14][CH:13]=[CH:12][CH:11]=3)=[O:16])[CH2:23][CH2:22]2)=[O:26])[C:47]2[CH:46]=[CH:45][CH:44]=[CH:43][C:42]=2[C:41]2[C:36]1=[CH:37][CH:38]=[CH:39][CH:40]=2)=[O:34]. Procedure: The 4-[(4′-trifluoromethylbiphenyl-2-carbonyl)amino]cyclohexanecarboxylic acid (0.570 g) obtained in Example 7a) and 9-(2-hydroxyethyl)-9H-fluoren-9-carboxylic acid (2,2,2-trifluoroethyl)amide (0.500 g) obtained in Example 6d) were treated in a similar manner to Example 1g) to give the title compound (0.534 g) as a colorless solid (see Table 57). Reactants: COC(=O)CCCCCBr, CN(C)C=O, [H-], [Na+], O, Cc1c(-n2ccnc2)[nH]c2ccccc12. Product: COC(=O)CCCCCn1c(-n2ccnc2)c(C)c2ccccc21. As a reaction SMILES: [Br:18][CH2:19][CH2:20][CH2:21][CH2:22][CH2:23][C:24](=[O:25])[O:26][CH3:27].[CH3:29][N:30]([CH3:31])[CH:32]=[O:33].[H-:1].[Na+:2].[OH2:28].[n:3]1(-[c:8]2[nH:9][c:10]3[cH:11][cH:12][cH:13][cH:14][c:15]3[c:16]2[CH3:17])[cH:4][n:5][cH:6][cH:7]1>>[n:3]1(-[c:8]2[n:9]([CH2:19][CH2:20][CH2:21][CH2:22][CH2:23][C:24](=[O:25])[O:26][CH3:27])[c:10]3[cH:11][cH:12][cH:13][cH:14][c:15]3[c:16]2[CH3:17])[cH:4][n:5][cH:6][cH:7]1. The reactants are C(C1=CC=CC=C1)OC(CC(CO[Si](C)(C)C(C)(C)C)NC(=O)C1CCCC2N1C(C(CC=CC2)NC(=O)C2=CC1=CC=CC=C1C=C2)=O)=O (4-(tert-Butyl-dimethyl-silanyloxy)-3-({7-[(naphthalene-2-carbonyl)-amino]-6-oxo-1,3,4,6,7,8,11,11a-octahydro-2H-pyrido[1,2-a]azocine-4-carbonyl}-amino)-butyric acid benzyl ester), O (Water). Solvent: [OH-].[Na+] (sodium hydroxide), CO (methanol), [OH-].[Na+] (sodium hydroxide). Run at time 5 hour. The product is C(C)(C)(C)[Si](OCC(CC(=O)O)NC(=O)C1CCCC2N1C(C(CC=CC2)NC(=O)C2=CC1=CC=CC=C1C=C2)=O)(C)C (4-(tert-butyl-dimethyl-silanyloxy)-3-({7-[(naphthalene-2-carbonyl)-amino]-6-oxo-1,3,4,6,7,8,11,11a-octahydro-2H-pyrido[1,2-a]azocine-4-carbonyl}-amino)-butyric acid). RXN SMILES: C([O:8][C:9](=[O:50])[CH2:10][CH:11]([NH:21][C:22]([CH:24]1[N:29]2[C:30](=[O:49])[CH:31]([NH:36][C:37]([C:39]3[CH:48]=[CH:47][C:46]4[C:41](=[CH:42][CH:43]=[CH:44][CH:45]=4)[CH:40]=3)=[O:38])[CH2:32][CH:33]=[CH:34][CH2:35][CH:28]2[CH2:27][CH2:26][CH2:25]1)=[O:23])[CH2:12][O:13][Si:14]([C:17]([CH3:20])([CH3:19])[CH3:18])([CH3:16])[CH3:15])C1C=CC=CC=1.O>CO.[OH-].[Na+]>[C:17]([Si:14]([CH3:16])([CH3:15])[O:13][CH2:12][CH:11]([NH:21][C:22]([CH:24]1[N:29]2[C:30](=[O:49])[CH:31]([NH:36][C:37]([C:39]3[CH:48]=[CH:47][C:46]4[C:41](=[CH:42][CH:43]=[CH:44][CH:45]=4)[CH:40]=3)=[O:38])[CH2:32][CH:33]=[CH:34][CH2:35][CH:28]2[CH2:27][CH2:26][CH2:25]1)=[O:23])[CH2:10][C:9]([OH:50])=[O:8])([CH3:19])([CH3:18])[CH3:20] |f:3.4|. Reported procedure: 4-(tert-Butyl-dimethyl-silanyloxy)-3-({7-[(naphthalene-2-carbonyl)-amino]-6-oxo-1,3,4,6,7,8,11,11a-octahydro-2H-pyrido[1,2-a]azocine-4-carbonyl}-amino)-butyric acid benzyl ester, 114, (0.52 gm) is dissolved in 10 mL methanol, to which 1.73 mL of 1N aqueous sodium hydroxide is added at RT. The reaction is stirred for 5 h and a second aliquot (0.7 mL) of 1N sodium hydroxide solution is added. The reaction is allowed to proceed for 18 h at RT. Water is added and the mixture is extracted three times...